From a dataset of the Open Reaction Database (ORD), a public repository of structured organic reaction records. describe an organic reaction: reactants, conditions, products, and yield Starting materials: C1(CCC2=CC=CC=C12)=O (indanone), BrCC1=CC2=CC=CC=C2C=C1 (2-bromomethylnaphthalene), C(=O)([O-])[O-].[K+].[K+] (K2CO3), C1COCCOCCOCCOCCOCCO1 (18-crown-6). The solvent is C(C)#N (acetonitrile). Run at temperature 70 celsius. The product is C1=C(C=CC2=CC=CC=C12)COC1=CC=C2CC(C(C2=C1)=O)C (6-[(2-Naphthyl)methoxy]-2-methyl-indanone). Yield: 697.1%. As a reaction SMILES: [C:1]1(=[O:10])[C:9]2[C:4](=[CH:5][CH:6]=[CH:7][CH:8]=2)[CH2:3][CH2:2]1.[C:11]([O-:14])([O-])=O.[K+].[K+].[CH2:17]1OCCOCCOCCOCCOCCOC1.BrC[C:37]1[CH:46]=[CH:45][C:44]2[C:39](=[CH:40][CH:41]=[CH:42][CH:43]=2)[CH:38]=1>C(#N)C>[CH:38]1[C:39]2[C:44](=[CH:43][CH:42]=[CH:41][CH:40]=2)[CH:45]=[CH:46][C:37]=1[CH2:11][O:14][C:7]1[CH:8]=[C:9]2[C:4]([CH2:3][CH:2]([CH3:17])[C:1]2=[O:10])=[CH:5][CH:6]=1 |f:1.2.3|. Procedure: A mixture of the indanone (14 g, 86.4 mmole) prepared as described in Example 1, Step D, anhydrous K2CO3 (11.24 g, 81.4 mmole), 18-crown-6 (2.29 g, 6.4 mmole) and 2-bromomethylnaphthalene (11.6 g, 95 mmole) in acetonitrile (275 mL) is heated under nitrogen for 24 hours (in an oil bath set at 70° C.). The acetonitrile is evaporated and the residue is dissolved in water, extracted with ethyl acetate, dried (MgSO4) and evaporated to dryness. The crude product (tan solid) is flash chromatographed (o... Starting materials: CN1N=CN=C1 (1-methyl-1,2,4-triazole), C1CCOC1 (THF), solution, [Li]CCCC (n-BuLi), hexanes, solution, C1CCOC1 (THF), BrC1=C(C(=C(S1)C1=C(N=C2N1N=C(C=C2C(CC)CC)C)C)C)C (3-(5-bromo-3,4-dimethyl-thiophen-2-yl)-8-(1-ethyl-propyl)-2,6-dimethyl-imidazo[1,2-b]pyridazine). The reagents and catalysts are [Cl-].[Cl-].[Zn+2] (ZnCl2), C1=CC=C(C=C1)P([C-]2C=CC=C2)C3=CC=CC=C3.C1=CC=C(C=C1)P([C-]2C=CC=C2)C3=CC=CC=C3.Cl[Pd]Cl.[Fe+2] (PdCl2(dppf)). Solvent: CCOC(=O)C (EtOAc). Reaction conditions: time 30 minute. The product is CC1=C(SC(=C1C)C=1N(N=CN1)C)C1=C(N=C2N1N=C(C=C2C(CC)CC)C)C (3-[3,4-dimethyl-5-(2-methyl-2H-[1,2,4]triazol-3-yl)-thiophen-2-yl]-8-(1-ethyl-propyl)-2,6-dimethyl-imidazo[1,2-b]pyridazine). The yield is 68.0%. RXN SMILES: [CH3:1][N:2]1[CH:6]=[N:5][CH:4]=[N:3]1.C1COCC1.[Li]CCCC.Br[C:18]1[S:22][C:21]([C:23]2[N:27]3[N:28]=[C:29]([CH3:37])[CH:30]=[C:31]([CH:32]([CH2:35][CH3:36])[CH2:33][CH3:34])[C:26]3=[N:25][C:24]=2[CH3:38])=[C:20]([CH3:39])[C:19]=1[CH3:40]>CCOC(C)=O.[Cl-].[Cl-].[Zn+2].C1C=CC(P(C2C=CC=CC=2)[C-]2C=CC=C2)=CC=1.C1C=CC(P(C2C=CC=CC=2)[C-]2C=CC=C2)=CC=1.Cl[Pd]Cl.[Fe+2]>[CH3:39][C:20]1[C:19]([CH3:40])=[C:18]([C:6]2[N:2]([CH3:1])[N:3]=[CH:4][N:5]=2)[S:22][C:21]=1[C:23]1[N:27]2[N:28]=[C:29]([CH3:37])[CH:30]=[C:31]([CH:32]([CH2:33][CH3:34])[CH2:35][CH3:36])[C:26]2=[N:25][C:24]=1[CH3:38] |f:5.6.7,8.9.10.11|. Procedure details: To a −78° C. solution of 1-methyl-1,2,4-triazole (0.056 mL, 0.74 mmol) and THF (2 mL) is added a 1.6 M solution of n-BuLi in hexanes (0.46 mL, 0.74 mmol). The solution is warmed to ambient temperature and stirred for 30 minutes. The solution is cooled to 0° C., a 0.5 M solution of ZnCl2 in THF (4.70 mL, 2.33 mmol) is added and the solution warmed to ambient temperature and stirred for 30 minute. 3-(5-bromo-3,4-dimethyl-thiophen-2-yl)-8-(1-ethyl-propyl)-2,6-dimethyl-imidazo[1,2-b]pyridazine (0.10... Reactants: C1(=CC=CC=C1)C (toluene), S1C=C(C=C1)B(O)O (3-thiophene boronic acid), BrC1=CC=C(C(=O)CCCCCCC(=O)OCC)C=C1 (Ethyl 7-(4-bromobenzoyl)heptanoate), C(=O)([O-])[O-].[K+].[K+] (K2CO3). Reagents/catalysts: C=1C=CC(=CC1)[P](C=2C=CC=CC2)(C=3C=CC=CC3)[Pd]([P](C=4C=CC=CC4)(C=5C=CC=CC5)C=6C=CC=CC6)([P](C=7C=CC=CC7)(C=8C=CC=CC8)C=9C=CC=CC9)[P](C=1C=CC=CC1)(C=1C=CC=CC1)C=1C=CC=CC1 (Pd(PPh3)4). The solvent is C(C)O (ethanol). Reaction conditions: time 30 minute. The product is C(C)OC(CCCCCCC(C1=CC=C(C=C1)C1=CSC=C1)=O)=O (Ethyl-7-[4-(3-thiophenyl)benzoyl]heptanoate). Yield: 20.3%. As a reaction SMILES: [S:1]1[CH:5]=[CH:4][C:3](B(O)O)=[CH:2]1.Br[C:10]1[CH:28]=[CH:27][C:13]([C:14]([CH2:16][CH2:17][CH2:18][CH2:19][CH2:20][CH2:21][C:22]([O:24][CH2:25][CH3:26])=[O:23])=[O:15])=[CH:12][CH:11]=1.C1(C)C=CC=CC=1.C([O-])([O-])=O.[K+].[K+]>C1C=CC([P]([Pd]([P](C2C=CC=CC=2)(C2C=CC=CC=2)C2C=CC=CC=2)([P](C2C=CC=CC=2)(C2C=CC=CC=2)C2C=CC=CC=2)[P](C2C=CC=CC=2)(C2C=CC=CC=2)C2C=CC=CC=2)(C2C=CC=CC=2)C2C=CC=CC=2)=CC=1.C(O)C>[CH2:25]([O:24][C:22](=[O:23])[CH2:21][CH2:20][CH2:19][CH2:18][CH2:17][CH2:16][C:14](=[O:15])[C:13]1[CH:12]=[CH:11][C:10]([C:3]2[CH:4]=[CH:5][S:1][CH:2]=2)=[CH:28][CH:27]=1)[CH3:26] |f:3.4.5,^1:45,47,66,85|. Procedure: To a mixture of 3-thiophene boronic acid (383 mg, 3 mmol) and bromoester 49d (1.03 g, 3 mmol) were added anhydrous toluene (30 mL) and ethanol (1.5 mL) (20:1, c=1.0M) followed by 2M K2CO3 aqueous solution (3 mL, 6 mmol). The reaction mixture was stirred under nitrogen for 30 minutes and then Pd(PPh3)4 (191 mg, 5 mol %, 0.16 mmol) was quickly added. After 24 hours of reflux, the mixture was cooled to room temperature, filtered through a pad of Celite and rinsed with ethyl acetate (50 mL). The org...